From a dataset of the Open Reaction Database (ORD), a public repository of structured organic reaction records. describe an organic reaction: reactants, conditions, products, and yield Starting materials: N1=C(C=CC=C1)C#CC=1C=CC=2C(N3C(=NC2C1)CCNCC3)=O (8-(2-(pyridin-2-yl)ethynyl)-2,3,4,5-tetrahydro-[1,4]diazepino[7,1-b]quinazolin-11(1H)-one), FC(CC=O)(F)F (3,3,3-trifluoropropanal), C(#N)[BH3-].[Na+] (sodium cyanoborohydride), C(C)(=O)O (acetic acid). Run in CO (MeOH). Run at time 1 hour. The product is N1=C(C=CC=C1)C#CC=1C=CC=2C(N3C(=NC2C1)CCN(CC3)CCC(F)(F)F)=O (8-(pyridin-2-ylethynyl)-3-(3,3,3-trifluoropropyl)-2,3,4,5-tetrahydro-[1,4]diazepino[7,1-b]quinazolin-11(1H)-one). RXN SMILES: [N:1]1[CH:6]=[CH:5][CH:4]=[CH:3][C:2]=1[C:7]#[C:8][C:9]1[CH:10]=[CH:11][C:12]2[C:13](=[O:24])[N:14]3[CH2:23][CH2:22][NH:21][CH2:20][CH2:19][C:15]3=[N:16][C:17]=2[CH:18]=1.[F:25][C:26]([F:31])([F:30])[CH2:27][CH:28]=O.C([BH3-])#N.[Na+].C(O)(=O)C>CO>[N:1]1[CH:6]=[CH:5][CH:4]=[CH:3][C:2]=1[C:7]#[C:8][C:9]1[CH:10]=[CH:11][C:12]2[C:13](=[O:24])[N:14]3[CH2:23][CH2:22][N:21]([CH2:28][CH2:27][C:26]([F:31])([F:30])[F:25])[CH2:20][CH2:19][C:15]3=[N:16][C:17]=2[CH:18]=1 |f:2.3|. Procedure details: To a solution of 8-(2-(pyridin-2-yl)ethynyl)-2,3,4,5-tetrahydro-[1,4]diazepino[7,1-b]quinazolin-11(1H)-one (150 mg, 0.48 mmol), 3,3,3-trifluoropropanal (80 mg, 0.72 mmol), and sodium cyanoborohydride (60 mg, 0.96 mmol) in MeOH (10 mL) was added acetic acid (29 mg, 0.48 mmol). The mixture was stirred for 1 h at room temperature. The reaction mixture was quenched with saturated sodium carbonate solution (30 mL) and extracted with ethyl acetate (3×50 mL). The combined organic layers were washed wit... The solvent is C(CO)O (ethylene glycol). The product is C1(CCCCC1)NC1=C2C(=NC=C1C(C)=O)N(C=N2)COCC[Si](C)(C)C (1-[7-(Cyclohexylamino)-3-{[2-(trimethylsilyl)ethoxy]methyl}-3H-imidazo[4,5-b]pyridin-6-yl]ethanone). Isolated yield 83.2%. Reported procedure: 1-[7-Chloro-3-{[2-(trimethylsilyl)ethoxy]methyl}-3H-imidazo[4,5-b]pyridin-6-yl]ethanone (89.6 mg, 0.275 mmol) and cyclohexylamine (214 mg, 2.16 mmol) in ethylene glycol (2 mL) were stirred at 180° C. for 1 hour under microwave irradiation. The reaction mixture was allowed to cool to room temperature and, after addition of saturated aqueous sodium chloride, extracted with chloroform. The organic layer was stirred with 2 M hydrochloric acid (12 mL) at room temperature for 1 hour. The reaction mixt... RXN SMILES: Cl[C:2]1[C:7]([C:8](=[O:10])[CH3:9])=[CH:6][N:5]=[C:4]2[N:11]([CH2:14][O:15][CH2:16][CH2:17][Si:18]([CH3:21])([CH3:20])[CH3:19])[CH:12]=[N:13][C:3]=12.[CH:22]1([NH2:28])[CH2:27][CH2:26][CH2:25][CH2:24][CH2:23]1.[Cl-].[Na+]>C(O)CO>[CH:22]1([NH:28][C:2]2[C:7]([C:8](=[O:10])[CH3:9])=[CH:6][N:5]=[C:4]3[N:11]([CH2:14][O:15][CH2:16][CH2:17][Si:18]([CH3:21])([CH3:20])[CH3:19])[CH:12]=[N:13][C:3]=23)[CH2:27][CH2:26][CH2:25][CH2:24][CH2:23]1 |f:2.3|. Reactants: ClC1=C2C(=NC=C1C(C)=O)N(C=N2)COCC[Si](C)(C)C (1-[7-Chloro-3-{[2-(trimethylsilyl)ethoxy]methyl}-3H-imidazo[4,5-b]pyridin-6-yl]ethanone), C1(CCCCC1)N (cyclohexylamine), [Cl-].[Na+] (sodium chloride). Run at time 1 hour. Reactants: [Cl-].[NH4+] (ammonium chloride), C(C)[Li] (ethyl lithium), FC1=CC=C(C(=O)C2=CC=C(C=C2)O)C=C1 (4-fluoro-4'-hydroxy-benzophenone), [Li] (lithium), C(C)Br (ethyl bromide). Run in CCOCC (ether), O1CCCC1 (tetrahydrofurane). Reaction conditions: temperature 0 celsius. The product is FC1=CC=C(C(C2=CC=C(C=C2)O)(O)CC)C=C1 (4-Fluoro-4'-hydroxy-α-ethyl-benzhydrol). Reaction SMILES: [CH2:1]([Li])[CH3:2].[Li].C(Br)C.[F:8][C:9]1[CH:23]=[CH:22][C:12]([C:13]([C:15]2[CH:20]=[CH:19][C:18]([OH:21])=[CH:17][CH:16]=2)=[O:14])=[CH:11][CH:10]=1.[Cl-].[NH4+]>O1CCCC1.CCOCC>[F:8][C:9]1[CH:23]=[CH:22][C:12]([C:13]([CH2:1][CH3:2])([OH:14])[C:15]2[CH:20]=[CH:19][C:18]([OH:21])=[CH:17][CH:16]=2)=[CH:11][CH:10]=1 |f:4.5,^1:3|. Reported procedure: To a solution of ethyl lithium prepared from 2.8 g. of lithium metal and 21.8 g. of ethyl bromide in 265 ml. of dry ether a solution of 10.8 g. of 4-fluoro-4'-hydroxy-benzophenone in 50 ml. of dry tetrahydrofurane is added dropwise, with stirring in argon atmosphere, at a temperature between -40° C. and -30° C. When the addition is complete, the mixture is allowed to warm up to 0° C., and is then stirred at this temperature for further 30 minutes. The mixture is decomposed with a 20% aqueous amm... Starting materials: CCOC(C)=O, CCCCCC, COc1ccc(-c2[nH]nc(C(F)(F)F)c2Cl)cc1, COc1cc(N2CCN(C(=O)CCl)CC2)ccc1Cl, [K+], [K+], O=C([O-])[O-], CN(C)C=O. Yields the product COc1ccc(-c2nn(CC(=O)N3CCN(c4ccc(Cl)c(OC)c4)CC3)c(C(F)(F)F)c2Cl)cc1. As a reaction SMILES: [C:49]([O:50][CH2:51][CH3:52])(=[O:53])[CH3:54].[CH3:55][CH2:56][CH2:57][CH2:58][CH2:59][CH3:60].[Cl:1][c:2]1[c:3]([C:15]([F:16])([F:17])[F:18])[n:4][nH:5][c:6]1-[c:7]1[cH:8][cH:9][c:10]([O:13][CH3:14])[cH:11][cH:12]1.[Cl:25][CH2:26][C:27](=[O:28])[N:29]1[CH2:30][CH2:31][N:32]([c:35]2[cH:36][c:37]([O:42][CH3:43])[c:38]([Cl:41])[cH:39][cH:40]2)[CH2:33][CH2:34]1.[K+:19].[K+:20].[O-:21][C:22]([O-:23])=[O:24].[O:44]=[CH:45][N:46]([CH3:47])[CH3:48]>>[Cl:1][c:2]1[c:3]([C:15]([F:16])([F:17])[F:18])[n:4]([CH2:26][C:27](=[O:28])[N:29]2[CH2:30][CH2:31][N:32]([c:35]3[cH:36][c:37]([O:42][CH3:43])[c:38]([Cl:41])[cH:39][cH:40]3)[CH2:33][CH2:34]2)[n:5][c:6]1-[c:7]1[cH:8][cH:9][c:10]([O:13][CH3:14])[cH:11][cH:12]1. The reactants are CS(=O)(=O)C (dimethylsulfone), COC(C1=CC(=C(C(=C1)OC)NC(C)=O)OC)=O (4-acetamido-3,5-dimethoxybenzoic acid methyl ester), [H-].[Na+] (sodium hydride), CS(=O)C (dimethylsulfoxide). Run in O (water). Procedure: A suspension of 30.1 g. of dimethylsulfone and 11.5 g. of sodium hydride (50% dispersion in oil) in 80 ml. of dimethylsulfoxide was stirred at 50° C. for 3 hours with the exclusion of moisture. Then, 20.3 g. of 4-acetamido-3,5-dimethoxybenzoic acid methyl ester were added and the mixture was stirred at room temperature for an additional 20 hours. Thereafter, the solution was diluted with 1 liter of water and extracted with three 1 liter portions of ethyl acetate. The ethyl acetate extracts were ... Yields the product COC1=C(NC(C)=O)C(=CC(=C1)C(CS(=O)(=O)C)=O)OC (2',6'-dimethoxy-4'-[(methylsulfonyl-acetyl)]acetanilide). Reaction conditions: time 20 hour. As a reaction SMILES: [CH3:1][S:2]([CH3:5])(=[O:4])=[O:3].[H-].[Na+].CS(C)=O.C[O:13][C:14](=O)[C:15]1[CH:20]=[C:19]([O:21][CH3:22])[C:18]([NH:23][C:24](=[O:26])[CH3:25])=[C:17]([O:27][CH3:28])[CH:16]=1>O>[CH3:22][O:21][C:19]1[CH:20]=[C:15]([C:14](=[O:13])[CH2:1][S:2]([CH3:5])(=[O:4])=[O:3])[CH:16]=[C:17]([O:27][CH3:28])[C:18]=1[NH:23][C:24](=[O:26])[CH3:25] |f:1.2|. Reactants: BrC=1C=CC(=C(C#N)C1)C(=O)N1CCN(CC1)C1=NC=C(C=C1C)CC (5-bromo-2-[4-(5-ethyl-3-methylpyridin-2-yl)piperazine-1-carbonyl]benzonitrile), C(C)(=O)N1C(NCC1)=O (1-acetylimidazolidin-2-one). The product is C(C)(=O)N1C(N(CC1)C=1C=CC(=C(C#N)C1)C(=O)N1CCN(CC1)C1=NC=C(C=C1C)CC)=O (5-(3-acetyl-2-oxoimidazolidin-1-yl)-2-[4-(5-ethyl-3-methylpyridin-2-yl)piperazine-1-carbonyl]benzonitrile). The yield is 64.8%. Reaction SMILES: Br[C:2]1[CH:3]=[CH:4][C:5]([C:10]([N:12]2[CH2:17][CH2:16][N:15]([C:18]3[C:23]([CH3:24])=[CH:22][C:21]([CH2:25][CH3:26])=[CH:20][N:19]=3)[CH2:14][CH2:13]2)=[O:11])=[C:6]([CH:9]=1)[C:7]#[N:8].[C:27]([N:30]1[CH2:34][CH2:33][NH:32][C:31]1=[O:35])(=[O:29])[CH3:28]>>[C:27]([N:30]1[CH2:34][CH2:33][N:32]([C:2]2[CH:3]=[CH:4][C:5]([C:10]([N:12]3[CH2:17][CH2:16][N:15]([C:18]4[C:23]([CH3:24])=[CH:22][C:21]([CH2:25][CH3:26])=[CH:20][N:19]=4)[CH2:14][CH2:13]3)=[O:11])=[C:6]([CH:9]=2)[C:7]#[N:8])[C:31]1=[O:35])(=[O:29])[CH3:28]. Procedure details: Using 5-bromo-2-[4-(5-ethyl-3-methylpyridin-2-yl)piperazine-1-carbonyl]benzonitrile (2.48 g) described in Preparation Example 246 and 1-acetylimidazolidin-2-one (923 mg) and by the reaction and treatment in the same manner as in Example 1, the title compound (1.79 g) was obtained. The reactants are FC=1C=C(C=CC1C)C(C(C)(C)C)=O (3'-fluoro-2,2,4'-trimethyl propiophenone), [OH-].[K+] (potassium hydroxide), [Mn](=O)(=O)(=O)[O-].[K+] (potassium permanganate). Run in O (water), O (H2O). Yields the product FC1=C(C(=O)O)C=CC(=C1)C(C(C)(C)C)=O (o-fluoro-4-pivaloyl benzoic acid). As a reaction SMILES: [F:1][C:2]1[CH:3]=[C:4]([C:9](=[O:14])[C:10]([CH3:13])([CH3:12])[CH3:11])[CH:5]=[CH:6][C:7]=1[CH3:8].[OH-:15].[K+].[Mn]([O-])(=O)(=O)=[O:18].[K+]>O>[F:1][C:2]1[CH:3]=[C:4]([C:9](=[O:14])[C:10]([CH3:11])([CH3:13])[CH3:12])[CH:5]=[CH:6][C:7]=1[C:8]([OH:18])=[O:15] |f:1.2,3.4|. Procedure details: A mixture of 16.5 g. (0.085 mole) of 3'-fluoro-2,2,4'-trimethyl propiophenone, 30.0 g. (0.532 mole) potassium hydroxide and 150 ml. H2O is treated with 26.7 g. (0.170 mole) of potassium permanganate in 150 ml. of water. The resulting mixture is refluxed for 4 1/2 hours. The cooled mixture is then treated with 5 ml. ethanol and filtered. The aqueous solution is extracted with ether and then acidified with concentrated hydrochloric acid. The resulting solid is washed with water and suspended in me... The product is O=C1N(C=CC(=C1)C=1C=NC(=CC1)C(F)(F)F)C1=CC=2N(C=C1)C1=C(N2)CCN(C1)C(=O)OC(C)(C)C (tert-Butyl 7-(2-oxo-4-(6-(trifluoromethyl)pyridin-3-yl)pyridin-1(2H)-yl)-3,4-dihydropyrido[4′,3′:4,5]imidazo[1,2-a]pyridine-2 (1H)-carboxylate). The yield is 55.2%. Reported procedure: tert-Butyl 7-bromo-3,4-dihydropyrido[4′,3′:4,5]imidazo[1,2-a]pyridine-2(1H)-carboxylate (212 mg, 0.602 mmol) and 4-(6-(trifluoromethyl)pyridin-3-yl)pyridin-2(1H)-one (145 mg, 0.604 mmol) were reacted according to Example 18 (step g) to provide the title compound (170 mg, 55%) as a white solid: ESI MS m/z 512 [M+H]+. Reactants: BrC1=CC=2N(C=C1)C1=C(N2)CCN(C1)C(=O)OC(C)(C)C (tert-Butyl 7-bromo-3,4-dihydropyrido[4′,3′:4,5]imidazo[1,2-a]pyridine-2(1H)-carboxylate), FC(C1=CC=C(C=N1)C1=CC(NC=C1)=O)(F)F (4-(6-(trifluoromethyl)pyridin-3-yl)pyridin-2(1H)-one). RXN SMILES: Br[C:2]1[CH:7]=[CH:6][N:5]2[C:8]3[CH2:14][N:13]([C:15]([O:17][C:18]([CH3:21])([CH3:20])[CH3:19])=[O:16])[CH2:12][CH2:11][C:9]=3[N:10]=[C:4]2[CH:3]=1.[F:22][C:23]([F:38])([F:37])[C:24]1[N:29]=[CH:28][C:27]([C:30]2[CH:35]=[CH:34][NH:33][C:32](=[O:36])[CH:31]=2)=[CH:26][CH:25]=1>>[O:36]=[C:32]1[CH:31]=[C:30]([C:27]2[CH:28]=[N:29][C:24]([C:23]([F:38])([F:22])[F:37])=[CH:25][CH:26]=2)[CH:35]=[CH:34][N:33]1[C:2]1[CH:7]=[CH:6][N:5]2[C:8]3[CH2:14][N:13]([C:15]([O:17][C:18]([CH3:21])([CH3:20])[CH3:19])=[O:16])[CH2:12][CH2:11][C:9]=3[N:10]=[C:4]2[CH:3]=1. The reactants are ClCCl, COC(=O)N=C=O, Nc1nc2ccccc2s1. The product is COC(=O)NC(=O)Nc1nc2ccccc2s1. As a reaction SMILES: [CH2:18]([Cl:19])[Cl:20].[CH3:1][O:2][C:3](=[O:4])[N:5]=[C:6]=[O:7].[NH2:8][c:9]1[s:10][c:11]2[c:12]([n:13]1)[cH:14][cH:15][cH:16][cH:17]2>>[CH3:1][O:2][C:3](=[O:4])[NH:5][C:6](=[O:7])[NH:8][c:9]1[s:10][c:11]2[c:12]([n:13]1)[cH:14][cH:15][cH:16][cH:17]2. The reactants are Brc1ccc(Br)nc1, CN(C)C=O, [H-], [Na+], OCc1ccccc1. The product is Brc1ccc(OCc2ccccc2)nc1. RXN SMILES: [Br:11][c:12]1[n:13][cH:14][c:15]([Br:18])[cH:16][cH:17]1.[CH3:19][N:20]([CH3:21])[CH:22]=[O:23].[H-:9].[Na+:10].[c:1]1([CH2:7][OH:8])[cH:2][cH:3][cH:4][cH:5][cH:6]1>>[c:1]1([CH2:7][O:8][c:12]2[n:13][cH:14][c:15]([Br:18])[cH:16][cH:17]2)[cH:2][cH:3][cH:4][cH:5][cH:6]1.